This data is from the Open Reaction Database (ORD), a public repository of structured organic reaction records. The task is: describe an organic reaction: reactants, conditions, products, and yield Starting materials: COC(COC1=C(C=C(C(=C1)OC)S)C)=O ((4-Mercapto-5-methoxy-2-methyl-phenoxy)-acetic acid methyl ester), ClCC1=CC=C(C=C1)C1=NC=C(C=C1)C(F)(F)F (2-(4-Chloromethyl-phenyl)-5-trifluoromethyl-pyridine). Product: FC(C=1C=CC(=NC1)C1=CC=C(C=C1)CO)(F)F ([4-(5-Trifluoromethyl-pyridin-2-yl)-phenyl]-methanol). Reaction SMILES: C[O:2]C(=O)COC1C=C(OC)C(S)=CC=1C.Cl[CH2:18][C:19]1[CH:24]=[CH:23][C:22]([C:25]2[CH:30]=[CH:29][C:28]([C:31]([F:34])([F:33])[F:32])=[CH:27][N:26]=2)=[CH:21][CH:20]=1>>[F:32][C:31]([F:34])([F:33])[C:28]1[CH:29]=[CH:30][C:25]([C:22]2[CH:23]=[CH:24][C:19]([CH2:18][OH:2])=[CH:20][CH:21]=2)=[N:26][CH:27]=1. Procedure: The title compound was prepared in the manner analogous to Example 1F using 1D and 18B. MS m/z 478 (M+1). Reactants: CN1CC(C(=O)OC(C)(C)C)N(C(=O)OCc2ccccc2)C1=O, CO, [H][H], [Pd]. Product: CN1CC(C(=O)OC(C)(C)C)NC1=O. RXN SMILES: [CH3:1][N:2]1[C:3](=[O:24])[N:4]([C:14]([O:15][CH2:16][c:17]2[cH:18][cH:19][cH:20][cH:21][cH:22]2)=[O:23])[CH:5]([C:7](=[O:8])[O:9][C:10]([CH3:11])([CH3:12])[CH3:13])[CH2:6]1.[CH3:25][OH:26].[H:27][H:28].[Pd:29]>>[CH3:1][N:2]1[C:3](=[O:24])[NH:4][CH:5]([C:7](=[O:8])[O:9][C:10]([CH3:11])([CH3:12])[CH3:13])[CH2:6]1. Starting materials: CC(C)COC(C)ON, CCOC(C)=O, CCN(C(C)C)C(C)C, CN(C)C=O, O, O=C(O)c1cc2ccc(CO)cc2s1. Product: CC(C)COC(C)ONC(=O)c1cc2ccc(CO)cc2s1. RXN SMILES: [CH2:15]([CH:16]([CH3:17])[CH3:18])[O:19][CH:20]([CH3:21])[O:22][NH2:23].[CH3:39][CH2:40][O:41][C:42]([CH3:43])=[O:44].[CH:24]([N:25]([CH2:26][CH3:27])[CH:28]([CH3:29])[CH3:30])([CH3:31])[CH3:32].[O:33]=[CH:34][N:35]([CH3:36])[CH3:37].[OH2:38].[OH:1][CH2:2][c:3]1[cH:4][cH:5][c:6]2[c:7]([s:8][c:9]([C:11](=[O:12])[OH:13])[cH:10]2)[cH:14]1>>[OH:1][CH2:2][c:3]1[cH:4][cH:5][c:6]2[c:7]([s:8][c:9]([C:11](=[O:13])[NH:23][O:22][CH:20]([O:19][CH2:15][CH:16]([CH3:17])[CH3:18])[CH3:21])[cH:10]2)[cH:14]1. Reactants: FC1=CC=C(C(C(=O)N)=C1)O (5-fluoro-salicylamide), S(=O)(Cl)Cl (thionyl chloride), FC1=CC=C(C(C(=O)O)=C1)O (5-fluorosalicylic acid), N1=CC=CC=C1 (pyridine). Run in C=1(C(=CC=CC1)C)C (xylene). Reaction conditions: time 1 hour. The product is FC=1C=CC2=C(C(N=C(O2)C2=C(C=CC(=C2)F)O)=O)C1 (6-fluoro-2-(5-fluoro-2-hydroxyphenyl)benz[e][1,3]oxazin-4-one). As a reaction SMILES: [F:1][C:2]1[CH:10]=[C:6]([C:7]([NH2:9])=[O:8])[C:5]([OH:11])=[CH:4][CH:3]=1.[F:12][C:13]1[CH:21]=[C:17]([C:18](O)=O)[C:16]([OH:22])=[CH:15][CH:14]=1.N1C=CC=CC=1.S(Cl)(Cl)=O>C1(C)C(C)=CC=CC=1>[F:1][C:2]1[CH:3]=[CH:4][C:5]2[O:11][C:18]([C:17]3[CH:21]=[C:13]([F:12])[CH:14]=[CH:15][C:16]=3[OH:22])=[N:9][C:7](=[O:8])[C:6]=2[CH:10]=1. Procedure: 4.3 g of 5-fluoro-salicylamide and 4.7 g of 5-fluorosalicylic acid are boiled under reflux in 50 ml of xylene after addition of 0.3 ml of pyridine. 4.4 ml of thionyl chloride are added in the course of 2 h, the mixture is stirred for a further 1 h and the solvent is then distilled off under reduced pressure. The residue is suspended in 30 ml of ethanol, filtered off and washed with ethanol. After drying, 6-fluoro-2-(5-fluoro-2-hydroxyphenyl)benz[e][1,3]oxazin-4-one is obtained as slightly yellow... Starting materials: C(\C=C\C1=CC=CC=C1)(=O)O (trans-cinnamic acid), C(Cl)C1CO1 (epichlorohydrin). The reagents and catalysts are [Br-].C(C)[N+](CC)(CC)CC (tetraethylammonium bromide). Run in O (water). Run at temperature 110 celsius. Product: C(C=CC1=CC=CC=C1)(=O)OCC1CO1 (glycidyl cinnamate). As a reaction SMILES: [C:1]([OH:11])(=[O:10])/[CH:2]=[CH:3]/[C:4]1[CH:9]=[CH:8][CH:7]=[CH:6][CH:5]=1.[CH2:12]([CH:14]1[O:16][CH2:15]1)Cl>[Br-].C([N+](CC)(CC)CC)C.O>[C:1]([O:11][CH2:12][CH:14]1[O:16][CH2:15]1)(=[O:10])[CH:2]=[CH:3][C:4]1[CH:5]=[CH:6][CH:7]=[CH:8][CH:9]=1 |f:2.3|. Procedure details: To 7.5 g of trans-cinnamic acid (manufactured by Wako Pure Chemical) were added 3 g of tetraethylammonium bromide (manufactured by Wako Pure Chemical) and 100 ml of epichlorohydrin (manufactured by Wako Pure Chemical), the mixture was heated to reflux at 110° C. for 3 hours, 50 ml of distilled water was added thereto, an organic layer was separated, concentrated in vacuo at 80° C. and distilled under reduced pressure of 6 mmHg and the fraction of 130 to 160° C. was recovered to give 12 g of glyc... Starting materials: C1CC(N2C(CCC12)=O)=O (dihydro-1H-pyrrolizine-3,5(2H,6H)-dione), CC1=CC=C(CO)C=C1 (p-methylbenzyl alcohol), Cl (hydrochloric acid). Run at temperature 100 celsius. The product is CC1=CC=C(COC(CCC2NC(CC2)=O)=O)C=C1 (5-oxo-2-pyrrolidinepropanoic acid p-methylbenzyl ester). As a reaction SMILES: [CH2:1]1[CH:8]2[N:4]([C:5](=[O:9])[CH2:6][CH2:7]2)[C:3](=[O:10])[CH2:2]1.Cl.[CH3:12][C:13]1[CH:20]=[CH:19][C:16]([CH2:17][OH:18])=[CH:15][CH:14]=1>>[CH3:12][C:13]1[CH:20]=[CH:19][C:16]([CH2:17][O:18][C:5](=[O:9])[CH2:6][CH2:7][CH:8]2[CH2:1][CH2:2][C:3](=[O:10])[NH:4]2)=[CH:15][CH:14]=1. Procedure details: Five grams of dihydro-1H-pyrrolizine-3,5(2H,6H)-dione (III) are dissolved in 27 g of p-methylbenzyl alcohol and 0.2 ml of concentrated hydrochloric acid is added. The solution is heated at 100° C. for 48 hours. The mixture is cooled and chromatographed over silica gel in dichloromethane. The starting p-methylbenzyl alcohol is eluted with dichloromethane and the product is eluted with 1.0% methanol in dichloromethane. The eluate containing the product is concentrated at reduced pressure and the r... Reactants: O=C([O-])[O-], COC(=O)c1ccc(NS(C)(=O)=O)cc1Cl, ClCCN1CCOCC1, [Cs+], [Cs+], CN(C)C=O. Product: COC(=O)c1ccc(N(CCN2CCOCC2)S(C)(=O)=O)cc1Cl. Reaction SMILES: [C:10](=[O:11])([O-:12])[O-:13].[Cl:16][c:17]1[c:18]([C:19](=[O:20])[O:21][CH3:22])[cH:23][cH:24][c:25]([NH:27][S:28](=[O:29])(=[O:30])[CH3:31])[cH:26]1.[Cl:1][CH2:2][CH2:3][N:4]1[CH2:5][CH2:6][O:7][CH2:8][CH2:9]1.[Cs+:14].[Cs+:15].[O:32]=[CH:33][N:34]([CH3:35])[CH3:36]>>[CH2:2]([CH2:3][N:4]1[CH2:5][CH2:6][O:7][CH2:8][CH2:9]1)[N:27]([c:25]1[cH:24][cH:23][c:18]([C:19](=[O:20])[O:21][CH3:22])[c:17]([Cl:16])[cH:26]1)[S:28](=[O:29])(=[O:30])[CH3:31].